Dataset: the Open Reaction Database (ORD), a public repository of structured organic reaction records. Task: describe an organic reaction: reactants, conditions, products, and yield Starting materials: BrCCCCCCCCCCCCCCCCCCCCO (20-Bromoeicosan-1-ol), N(=NC(=O)OC(C)C)C(=O)OC(C)C (diisopropyl azo dicarboxylate), C1(=CC=CC=C1)P(C1=CC=CC=C1)C1=CC=CC=C1 (triphenylphosphine), C1(C=2C(C(N1)=O)=CC=CC2)=O (phthalimide). The solvent is O1CCCC1 (tetrahydrofuran). Product: BrCCCCCCCCCCCCCCCCCCCCN1C(C=2C(C1=O)=CC=CC2)=O (N-(20-Bromoeicosyl)phthalimide). The yield is 66.0%. As a reaction SMILES: [Br:1][CH2:2][CH2:3][CH2:4][CH2:5][CH2:6][CH2:7][CH2:8][CH2:9][CH2:10][CH2:11][CH2:12][CH2:13][CH2:14][CH2:15][CH2:16][CH2:17][CH2:18][CH2:19][CH2:20][CH2:21]O.C1(P(C2C=CC=CC=2)C2C=CC=CC=2)C=CC=CC=1.[C:42]1(=[O:52])[NH:46][C:45](=[O:47])[C:44]2=[CH:48][CH:49]=[CH:50][CH:51]=[C:43]12.N(C(OC(C)C)=O)=NC(OC(C)C)=O>O1CCCC1>[Br:1][CH2:2][CH2:3][CH2:4][CH2:5][CH2:6][CH2:7][CH2:8][CH2:9][CH2:10][CH2:11][CH2:12][CH2:13][CH2:14][CH2:15][CH2:16][CH2:17][CH2:18][CH2:19][CH2:20][CH2:21][N:46]1[C:45](=[O:47])[C:44]2=[CH:48][CH:49]=[CH:50][CH:51]=[C:43]2[C:42]1=[O:52]. Reported procedure: Following general procedure A, 69.4 mmol (26.2 g) of 20-Bromoeicosan-1-ol, 76.3 mmol (20.0 g) of triphenylphosphine, 76.3 mmol (11.2 g) of phthalimide and 76.3 mmol (15.5 mL) of diisopropyl azo dicarboxylate were reacted in 300 mL of tetrahydrofuran for 1 d and the mixture was processed accordingly. The crude product was purified by column chromatography (toluene). Yield 66%. Reactants: ClC1=C(C(=NC(=N1)N1CCOCC1)NS(=O)(=O)C1=NC=C(C=C1)C(C)C)OC1=C(C=CC=C1)OC (5-isopropyl-pyridine-2-sulfonic acid 6-chloro-5-(2-methoxy-phenoxy)-2-morpholin-4-yl-pyrimidin-4-yl-amide), [Na] (sodium). Solvent: C(CO)O (ethylene glycol). Yields the product OCCOC1=C(C(=NC(=N1)N1CCOCC1)NS(=O)(=O)C1=NC=C(C=C1)C(C)C)OC1=C(C=CC=C1)OC (5-isopropyl-pyridine-2-sulfonic acid 6-(2-hydroxy-ethoxy)-5-(2-methoxy-phenoxy)-2-morpholin-4-yl-pyrimidin-4-yl-amide). As a reaction SMILES: Cl[C:2]1[N:7]=[C:6]([N:8]2[CH2:13][CH2:12][O:11][CH2:10][CH2:9]2)[N:5]=[C:4]([NH:14][S:15]([C:18]2[CH:23]=[CH:22][C:21]([CH:24]([CH3:26])[CH3:25])=[CH:20][N:19]=2)(=[O:17])=[O:16])[C:3]=1[O:27][C:28]1[CH:33]=[CH:32][CH:31]=[CH:30][C:29]=1[O:34][CH3:35].[Na]>C(O)CO>[OH:27][CH2:28][CH2:29][O:34][C:2]1[N:7]=[C:6]([N:8]2[CH2:13][CH2:12][O:11][CH2:10][CH2:9]2)[N:5]=[C:4]([NH:14][S:15]([C:18]2[CH:23]=[CH:22][C:21]([CH:24]([CH3:26])[CH3:25])=[CH:20][N:19]=2)(=[O:17])=[O:16])[C:3]=1[O:27][C:28]1[CH:33]=[CH:32][CH:31]=[CH:30][C:29]=1[O:34][CH3:35] |^1:35|. Procedure details: reacting the product of step d) with sodium in ethylene glycol to form 5-isopropyl-pyridine-2-sulfonic acid 6-(2-hydroxy-ethoxy)-5-(2-methoxy-phenoxy)-2-morpholin-4-yl-pyrimidin-4-yl-amide, and Starting materials: Intermediate 271F, C(CCC)N(C(=O)C=1N=C(NC1)C1=C(C=C(C(=O)OC)C=C1)C(=O)OCC1=CC=CC=C1)CCCC (3-benzyl 1-methyl 4-(4-(dibutylcarbamoyl)-1H-imidazol-2-yl)isophthalate), BrCCCN1CCN(CC1)C (1-(3-bromopropyl)-4-methylpiperazine). Yields the product C(CCC)N(C(=O)C=1N=C(N(C1)CCCN1CCN(CC1)C)C1=C(C=C(C(=O)OC)C=C1)C(=O)OCC1=CC=CC=C1)CCCC (3-Benzyl 1-methyl 4-(4-(dibutylcarbamoyl)-1-(3-(4-methylpiperazin-1-yl)propyl)-1H-imidazol-2-yl)isophthalate). Yield: 71.2%. RXN SMILES: [CH2:1]([N:5]([CH2:33][CH2:34][CH2:35][CH3:36])[C:6]([C:8]1[N:9]=[C:10]([C:13]2[CH:22]=[CH:21][C:16]([C:17]([O:19][CH3:20])=[O:18])=[CH:15][C:14]=2[C:23]([O:25][CH2:26][C:27]2[CH:32]=[CH:31][CH:30]=[CH:29][CH:28]=2)=[O:24])[NH:11][CH:12]=1)=[O:7])[CH2:2][CH2:3][CH3:4].Br[CH2:38][CH2:39][CH2:40][N:41]1[CH2:46][CH2:45][N:44]([CH3:47])[CH2:43][CH2:42]1>>[CH2:33]([N:5]([CH2:1][CH2:2][CH2:3][CH3:4])[C:6]([C:8]1[N:9]=[C:10]([C:13]2[CH:22]=[CH:21][C:16]([C:17]([O:19][CH3:20])=[O:18])=[CH:15][C:14]=2[C:23]([O:25][CH2:26][C:27]2[CH:28]=[CH:29][CH:30]=[CH:31][CH:32]=2)=[O:24])[N:11]([CH2:38][CH2:39][CH2:40][N:41]2[CH2:46][CH2:45][N:44]([CH3:47])[CH2:43][CH2:42]2)[CH:12]=1)=[O:7])[CH2:34][CH2:35][CH3:36]. Reported procedure: Following a procedure analogous to that for the synthesis of Intermediate 271F, 3-benzyl 1-methyl 4-(4-(dibutylcarbamoyl)-1H-imidazol-2-yl)isophthalate (200 mg, 0.40 mmol) and 1-(3-bromopropyl)-4-methylpiperazine (112 mg, 0.81 mmol) were converted to the title compound (180 mg, 70%). 1H NMR (CD3OD) δ 8.67 (d, J=2.0 Hz, 1H), 8.33 (dd, J=8.0, 1.6 Hz, 1H), 7.69 (d, J=8.0 Hz, 1H), 7.62 (s, 1H), 7.38-7.30 (m, 5H), 5.21 (s, 2H), 4.00 (s, 3H), 3.82-3.78 (m, 4H), 3.50 (br s, 2H), 2.35-2.12 (m, 13H), 1.7... The reactants are N[C@@H]1C(N(CC1)C[C@H]1N(C([C@H]1NC(\C(\C=1N=C(SC1)N)=N/OC(C(=O)O)(C)C)=O)=O)S(=O)(=O)O)=O (2-(((Z)-(2-(((2R,3S)-2-(((S)-3-amino-2-oxopyrrolidin-1-yl)methyl)-4-oxo-1-sulfoazetidin-3-yl)amino)-1-(2-aminothiazol-4-yl)-2-oxoethylidene)amino)oxy)-2-methylpropanoic acid), Cl.N1(N=CC=C1)C(N)=N (1H-pyrazole-1-carboximidamide HCl). Product: NC=1SC=C(N1)/C(/C(=O)N[C@H]1[C@H](N(C1=O)S(=O)(=O)O)CN1C([C@H](CC1)NC(=N)N)=O)=N/OC(C(=O)O)(C)C (2-(((Z)-(1-(2-aminothiazol-4-yl)-2-(((2R,3S)-2-(((S)-3-guanidino-2-oxopyrrolidin-1-yl)methyl)-4-oxo-1-sulfoazetidin-3-yl)amino)-2-oxoethylidene)amino)oxy)-2-methylpropanoic acid). As a reaction SMILES: [NH2:1][C@H:2]1[CH2:6][CH2:5][N:4]([CH2:7][C@@H:8]2[C@H:11]([NH:12][C:13](=[O:29])/[C:14](=[N:21]\[O:22][C:23]([CH3:28])([CH3:27])[C:24]([OH:26])=[O:25])/[C:15]3[N:16]=[C:17]([NH2:20])[S:18][CH:19]=3)[C:10](=[O:30])[N:9]2[S:31]([OH:34])(=[O:33])=[O:32])[C:3]1=[O:35].Cl.[N:37]1([C:42](=N)[NH2:43])C=CC=N1>>[NH2:20][C:17]1[S:18][CH:19]=[C:15](/[C:14](=[N:21]/[O:22][C:23]([CH3:28])([CH3:27])[C:24]([OH:26])=[O:25])/[C:13]([NH:12][C@@H:11]2[C:10](=[O:30])[N:9]([S:31]([OH:34])(=[O:32])=[O:33])[C@@H:8]2[CH2:7][N:4]2[CH2:5][CH2:6][C@H:2]([NH:1][C:42]([NH2:43])=[NH:37])[C:3]2=[O:35])=[O:29])[N:16]=1 |f:1.2|. Procedure details: Prepared in analogous manner to example 20 using 2-(((Z)-(2-(((2R,3S)-2-(((S)-3-amino-2-oxopyrrolidin-1-yl)methyl)-4-oxo-1-sulfoazetidin-3-yl)amino)-1-(2-aminothiazol-4-yl)-2-oxoethylidene)amino)oxy)-2-methylpropanoic acid and 1H-pyrazole-1-carboximidamide HCl. LCMS: m/z=576.2 (M+1); 1H NMR (400 MHz, D2O): δ 6.95 (s, 1H), 5.31 (d, J=6.0 Hz, 1H), 4.72-4.57 (m, 1H), 4.27 (t, J=9.6 & 9.2 Hz, 1H), 3.85 (dd, J=9.6 Hz, 1H), 3.59 (t, J=9.2, 8.8 Hz, 1H), 3.49 (q, 1H), 3.34 (dd, 1H), 2.46 (m, 1H), 1.88 (...